From a dataset of the Open Reaction Database (ORD), a public repository of structured organic reaction records. describe an organic reaction: reactants, conditions, products, and yield Starting materials: FC(OC1=CC=C(C=C1)S(=O)(=O)Cl)(F)F (p-trifluoromethoxybenzenesulfonyl chloride), C(C)(=O)OCC (ethyl acetate). The reagents and catalysts are [Zn] (Zinc). The solvent is S(O)(O)(=O)=O (sulfuric acid), O (water). Run at temperature 0 celsius, time 18 hour. Product: FC(OC1=CC=C(C=C1)S)(F)F (p-trifluoromethoxybenzenethiol). The yield is 47.0%. As a reaction SMILES: [F:1][C:2]([F:15])([F:14])[O:3][C:4]1[CH:9]=[CH:8][C:7]([S:10](Cl)(=O)=O)=[CH:6][CH:5]=1.C(OCC)(=O)C>S(=O)(=O)(O)O.O.[Zn]>[F:15][C:2]([F:1])([F:14])[O:3][C:4]1[CH:5]=[CH:6][C:7]([SH:10])=[CH:8][CH:9]=1. Reported procedure: Zinc powder (3.1 g) was added to a suspension of p-trifluoromethoxybenzenesulfonyl chloride (1.36 ml) in concentrated sulfuric acid (3.4 ml) and water (20 ml), and the suspension was stirred at 0° C. for 18 hours and heated under reflux for 6 hours. The mixture was added with ethyl acetate, washed with water, saturated aqueous solution of sodium hydrogen carbonate, and saturated brine, and then concentrated under reduced pressure to give p-trifluoromethoxybenzenethiol (0.73 g, 47%).